This data is from the Open Reaction Database (ORD), a public repository of structured organic reaction records. The task is: describe an organic reaction: reactants, conditions, products, and yield Reactants: [Li] (lithium), OC=1C=CC=C2C=CC=NC12 (8-hydroxyquinoline), [Cl-].[Cl-].[Cl-].[Cr+3] (chromium trichloride). Solvent: O1CCCC1 (tetrahydrofuran), O1CCCC1 (tetrahydrofuran). Run at time 8 hour. Yields the product [Cl-].[Cl-].N1=CC=CC2=CC=CC(=C12)O[Cr+2] ((8-Quinolinoxy) Chromium Dichloride). Reaction SMILES: [Li].[OH:2][C:3]1[CH:4]=[CH:5][CH:6]=[C:7]2[C:12]=1[N:11]=[CH:10][CH:9]=[CH:8]2.[Cl-:13].[Cl-].[Cl-].[Cr+3:16]>O1CCCC1>[Cl-:13].[Cl-:13].[N:11]1[C:12]2[C:7](=[CH:6][CH:5]=[CH:4][C:3]=2[O:2][Cr+2:16])[CH:8]=[CH:9][CH:10]=1 |f:2.3.4.5,7.8.9,^1:0|. Procedure: A solution of 0.01 moles of the lithium salt of 8-hydroxyquinoline (prepared as described in Example 3) in 50 mL of tetrahydrofuran is added dropwise to a solution of 0.01 moles of chromium trichloride in 50 mL of tetrahydrofuran at −78° C. After warming to room temperature and stirring overnight, the suspension is filtered and the solvent evaporated under vacuum. The product is recovered from the solids by extraction with toluene and then isolated by evaporating the toluene. Polymers may be pro... Reactants: [Al+3], C1CCOC1, CCOc1cccc(-c2ccc(C(=O)OC)cc2C(C)(C)C)c1, [H-], [H-], [H-], [H-], [Li+], [Na+], [OH-]. Yields the product CCOc1cccc(-c2ccc(CO)cc2C(C)(C)C)c1. RXN SMILES: [Al+3:25].[CH2:32]1[O:33][CH2:34][CH2:35][CH2:36]1.[CH3:1][C:2]([CH3:3])([CH3:4])[c:5]1[c:6](-[c:15]2[cH:16][c:17]([O:21][CH2:22][CH3:23])[cH:18][cH:19][cH:20]2)[cH:7][cH:8][c:9]([C:11](=[O:12])[O:13][CH3:14])[cH:10]1.[H-:24].[H-:27].[H-:28].[H-:29].[Li+:26].[Na+:31].[OH-:30]>>[CH3:1][C:2]([CH3:3])([CH3:4])[c:5]1[c:6](-[c:15]2[cH:16][c:17]([O:21][CH2:22][CH3:23])[cH:18][cH:19][cH:20]2)[cH:7][cH:8][c:9]([CH2:11][OH:12])[cH:10]1.